The task is: describe an organic reaction: reactants, conditions, products, and yield. This data is from the Open Reaction Database (ORD), a public repository of structured organic reaction records. Starting materials: C(C)OC(=O)C1(C(N=C(C=C1C(=O)OCC)S(=O)(=O)O)C1=CC=CC=C1)[N+](=O)[O-] (3,4-diethoxycarbonyl-3-nitro-2-phenyl-6-sulfopyridine), reduced iron, Cl (hydrochloric acid). Run in C(C)O (ethanol). Reaction conditions: temperature 60 celsius. Yields the product NC=1C(=NC(=C(C1C(=O)OCC)C(=O)OCC)S(=O)(=O)O)C1=CC=CC=C1 (3-Amino-4,5-diethoxycarbonyl-2-phenyl-6-sulfopyridine). The yield is 152.6%. RXN SMILES: C(OC([C:6]1([N+:27]([O-])=O)[C:11]([C:12]([O:14][CH2:15][CH3:16])=[O:13])=[CH:10][C:9]([S:17]([OH:20])(=[O:19])=[O:18])=[N:8][CH:7]1[C:21]1[CH:26]=[CH:25][CH:24]=[CH:23][CH:22]=1)=O)C.Cl>C(O)C>[NH2:27][C:6]1[C:7]([C:21]2[CH:26]=[CH:25][CH:24]=[CH:23][CH:22]=2)=[N:8][C:9]([S:17]([OH:20])(=[O:18])=[O:19])=[C:10]([C:12]([O:14][CH2:15][CH3:16])=[O:13])[C:11]=1[C:12]([O:14][CH2:15][CH3:16])=[O:13]. Procedure details: A mixture of 0.34 g of 3,4-diethoxycarbonyl-3-nitro-2-phenyl-6-sulfopyridine, 0.41 g of reduced iron and 7 ml of ethanol was heated to 60° C., and then 0.5 ml of conc. hydrochloric acid was added. The mixture was heated under reflux for 20 minutes. After the reaction mixture was concentrated to dryness, the residue was subjected to silica gel column chromatography (eluent:chloroform/methanol 5:1), to give 0.24 g of the title compound as pale yellow crystals. Reactants: C(C(CO)(CO)N)O.Cl (Tris hydrochloric acid), COC=1C=C(C=CC1OC)CC(C)=O (1-(3,4-dimethoxyphenyl)-2-propanone), C1(=CC=CC=C1)[C@@H](C)N ((R)-1-phenylethylamine). Product: COC=1C=C(C=CC1OC)C[C@@H](C)N ((R)-(3,4-dimethoxyphenyl)-2-aminopropane). Reaction SMILES: C(O)[C:2]([NH2:7])([CH2:5]O)[CH2:3]O.Cl.[CH3:10][O:11][C:12]1[CH:13]=[C:14](CC(=O)C)[CH:15]=[CH:16][C:17]=1[O:18][CH3:19].C1([C@H](N)C)C=CC=CC=1>>[CH3:10][O:11][C:12]1[CH:13]=[C:14]([CH2:5][C@H:2]([NH2:7])[CH3:3])[CH:15]=[CH:16][C:17]=1[O:18][CH3:19] |f:0.1|. Procedure details: Using 10 ml of the cell-free extract, the components were reacted in 100 ml of a reaction mixture comprising a 0.1 M Tris-hydrochloric acid buffer (pH 8.5) containing 0.5 g of 1-(3,4-dimethoxyphenyl)-2-propanone and 0.34 g of (R)-1-phenylethylamine at 30° C. for 24 hours. As a result, 0.36 g of (R)-(3,4-dimethoxyphenyl)-2-aminopropane was formed. Starting materials: Cc1cccc([Si](C)(C)C)c1, Clc1ccccc1, CC(C)(C#N)N=NC(C)(C)C#N, O=C1CCC(=O)N1Br, O. The product is C[Si](C)(C)c1cccc(CBr)c1. RXN SMILES: [CH3:1][Si:2]([c:3]1[cH:4][c:5]([CH3:9])[cH:6][cH:7][cH:8]1)([CH3:10])[CH3:11].[Cl:32][c:33]1[cH:34][cH:35][cH:36][cH:37][cH:38]1.[N:20]#[C:21][C:22]([N:23]=[N:24][C:25]([C:26]#[N:27])([CH3:28])[CH3:29])([CH3:30])[CH3:31].[O:12]=[C:13]1[N:14]([Br:19])[C:15](=[O:16])[CH2:17][CH2:18]1.[OH2:39]>>[CH3:1][Si:2]([c:3]1[cH:4][c:5]([CH2:9][Br:19])[cH:6][cH:7][cH:8]1)([CH3:10])[CH3:11]. The reactants are CCOC(=O)c1cnn(-c2cccc(-c3ccccc3C#Cc3ccc(OC)cc3)n2)c1C(F)(F)F, CCOC(C)=O, CCO, [H][H], O=[Pt]=O. Product: CCOC(=O)c1cnn(-c2cccc(-c3ccccc3CCc3ccc(OC)cc3)n2)c1C(F)(F)F. As a reaction SMILES: [CH3:1][O:2][c:3]1[cH:4][cH:5][c:6]([C:9]#[C:10][c:11]2[c:12](-[c:17]3[cH:18][cH:19][cH:20][c:21](-[n:23]4[n:24][cH:25][c:26]([C:32](=[O:33])[O:34][CH2:35][CH3:36])[c:27]4[C:28]([F:29])([F:30])[F:31])[n:22]3)[cH:13][cH:14][cH:15][cH:16]2)[cH:7][cH:8]1.[CH3:39][CH2:40][O:41][C:42]([CH3:43])=[O:44].[CH3:45][CH2:46][OH:47].[H:37][H:38].[Pt:48](=[O:49])=[O:50]>>[CH3:1][O:2][c:3]1[cH:4][cH:5][c:6]([CH2:9][CH2:10][c:11]2[c:12](-[c:17]3[cH:18][cH:19][cH:20][c:21](-[n:23]4[n:24][cH:25][c:26]([C:32](=[O:33])[O:34][CH2:35][CH3:36])[c:27]4[C:28]([F:29])([F:30])[F:31])[n:22]3)[cH:13][cH:14][cH:15][cH:16]2)[cH:7][cH:8]1. Starting materials: C(CCCCCCC)(=O)Cl (Capryloyl chloride), C(CO)O (ethylene glycol), N1=CC=CC=C1 (pyridine). Run at time 2 hour. Yields the product C(CCCCCCC)(=O)OCCO (2-hydroxyethyl caprylate). The yield is 79.5%. As a reaction SMILES: [C:1](Cl)(=[O:9])[CH2:2][CH2:3][CH2:4][CH2:5][CH2:6][CH2:7][CH3:8].[CH2:11]([OH:14])[CH2:12][OH:13].N1C=CC=CC=1>>[C:1]([O:13][CH2:12][CH2:11][OH:14])(=[O:9])[CH2:2][CH2:3][CH2:4][CH2:5][CH2:6][CH2:7][CH3:8]. Procedure details: Capryloyl chloride (0.602 mol; 98 g) was dropwise added during 1.5 hour into a mixture of ethylene glycol (3 mol; 186 g) and pyridine (0.6 mol; 47.4 g). The mixture was further stirred for 2 hours at laboratory temperature, allowed to stand overnight, and threetimes extracted with benzene (100+50+25 ml). The benzene extract was shaken with a 10% aqueous solution of NaHCO3 (2×30 ml) and water and benzene was evaporated in a rotation evaporator. Distillation of the residue gave 4 raw fractions wit...